From a dataset of the Open Reaction Database (ORD), a public repository of structured organic reaction records. describe an organic reaction: reactants, conditions, products, and yield Product: BrC1=CC=C(C=C1)C1CC(=NN1C1=C(C=CC=C1)Cl)C(C(F)(F)F)(F)F (5-(4-bromo-phenyl)-1-(2-chloro-phenyl)-3-pentafluoroethyl-4,5-dihydro-1H-pyrazole). Starting materials: BrC1=CC=C(C=C1)C=CC(C(C(F)(F)F)(F)F)=O (1-(4-bromo-phenyl)-4,4,5,5,5-pentafluoro-pent-1-en-3-one), Cl.ClC1=C(C=CC=C1)NN (2-chlorophenylhydrazine hydrochloride). Reported procedure: 1-(4-Bromo-phenyl)-4,4,5,5,5-pentafluoro-pent-1-en-3-one (8.0 g, 24.3 mmol) prepared in Step 2 and 2-chlorophenylhydrazine hydrochloride (5.7 g, 31.6 mmol) were added to acetic acid (116.0 mL). The reaction mixture was stirred at 125° C. for 4 hours, concentrated under reduced pressure, and then ethyl acetate was added thereto. The mixture was washed with a saturated solution of sodium hydrogen carbonate, dried on anhydrous magnesium sulfate, and then concentrated under reduced pressure to give ... As a reaction SMILES: [Br:1][C:2]1[CH:7]=[CH:6][C:5]([CH:8]=[CH:9][C:10](=O)[C:11]([F:17])([F:16])[C:12]([F:15])([F:14])[F:13])=[CH:4][CH:3]=1.Cl.[Cl:20][C:21]1[CH:26]=[CH:25][CH:24]=[CH:23][C:22]=1[NH:27][NH2:28]>C(O)(=O)C>[Br:1][C:2]1[CH:7]=[CH:6][C:5]([CH:8]2[N:27]([C:22]3[CH:23]=[CH:24][CH:25]=[CH:26][C:21]=3[Cl:20])[N:28]=[C:10]([C:11]([F:17])([F:16])[C:12]([F:15])([F:14])[F:13])[CH2:9]2)=[CH:4][CH:3]=1 |f:1.2|. Solvent: C(C)(=O)O (acetic acid). The yield is 77.1%. Run at temperature 125 celsius, time 4 hour. Starting materials: SCCN(C(N[C@H](C(=O)O)CC1=CC=CC=C1)=O)CCC1=CC=CC=C1 ((2S)-2-[3-(2-Mercaptoethyl)-3-phenethylureido]-3-phenylpropionic acid), C(C)(C)N(C(C)C)CC (N,N-diisopropylethylamine), C(C1=CC=CC=C1)OC(=O)Cl (benzyloxycarbonyl chloride). The solvent is C(Cl)Cl (methylene chloride). Product: C(C1=CC=CC=C1)OC(=O)SCCN(C(N[C@H](C(=O)O)CC1=CC=CC=C1)=O)CCC1=CC=CC=C1 ((2S)-2-[3-[2-(Benzyloxycarbonylthio)ethyl]-3-phenethylureido]-3-phenylpropionic acid). Yield: 69.0%. RXN SMILES: [SH:1][CH2:2][CH2:3][N:4]([CH2:19][CH2:20][C:21]1[CH:26]=[CH:25][CH:24]=[CH:23][CH:22]=1)[C:5](=[O:18])[NH:6][C@@H:7]([CH2:11][C:12]1[CH:17]=[CH:16][CH:15]=[CH:14][CH:13]=1)[C:8]([OH:10])=[O:9].C(N(CC)C(C)C)(C)C.[CH2:36]([O:43][C:44](Cl)=[O:45])[C:37]1[CH:42]=[CH:41][CH:40]=[CH:39][CH:38]=1>C(Cl)Cl>[CH2:36]([O:43][C:44]([S:1][CH2:2][CH2:3][N:4]([CH2:19][CH2:20][C:21]1[CH:22]=[CH:23][CH:24]=[CH:25][CH:26]=1)[C:5](=[O:18])[NH:6][C@@H:7]([CH2:11][C:12]1[CH:13]=[CH:14][CH:15]=[CH:16][CH:17]=1)[C:8]([OH:10])=[O:9])=[O:45])[C:37]1[CH:42]=[CH:41][CH:40]=[CH:39][CH:38]=1. Procedure: (2S)-2-[3-(2-Mercaptoethyl)-3-phenethylureido]-3-phenylpropionic acid (Compound No. 11-1, 108 mg) is dissolved in anhydrous methylene chloride (1.5 ml) under a nitrogen atmosphere, and the solution is stirred. To the solution are added N,N-diisopropylethylamine (0.07 ml) and benzyloxycarbonyl chloride (0.05 ml) successively under ice cooling, and the mixture is stirred at room temperature overnight. The reaction mixture is concentrated under reduced pressure, water is added to the residue, and t... The reactants are CC1=C(C(=NO1)C1=CC=CC=C1)C(=O)NN (5-methyl-3-phenyl-isoxazole-4-carboxylic acid hydrazide), N1C=NC2=C1C=CC=C2C(=O)O (1H-benzoimidazole-4-carboxylic acid). Yields the product CC1=C(C(=NO1)C1=CC=CC=C1)C1=NN=C(O1)C1=CC=CC=2NC=NC21 (4-[5-(5-Methyl-3-phenyl-isoxazol-4-yl)-[1,3,4]oxadiazol-2-yl]-1H-benzoimidazole). As a reaction SMILES: [CH3:1][C:2]1[O:6][N:5]=[C:4]([C:7]2[CH:12]=[CH:11][CH:10]=[CH:9][CH:8]=2)[C:3]=1[C:13]([NH:15][NH2:16])=[O:14].[NH:17]1[C:21]2[CH:22]=[CH:23][CH:24]=[C:25]([C:26](O)=O)[C:20]=2[N:19]=[CH:18]1>>[CH3:1][C:2]1[O:6][N:5]=[C:4]([C:7]2[CH:12]=[CH:11][CH:10]=[CH:9][CH:8]=2)[C:3]=1[C:13]1[O:14][C:26]([C:25]2[C:20]3[N:19]=[CH:18][NH:17][C:21]=3[CH:22]=[CH:23][CH:24]=2)=[N:16][N:15]=1. Procedure: As described for example 2, 5-methyl-3-phenyl-isoxazole-4-carboxylic acid hydrazide (200 mg, 0.92 mmol) was converted using 1H-benzoimidazole-4-carboxylic acid instead of o-toluic acid to the title compound (SiO2, dichloromethane:methanol:ammonia=95:5:0)=100:0 to 80:20, 32 mg, 10%) which was obtained as a white solid. MS: m/e=344.2 [M+H]+. Starting materials: COC1CN(c2ccc(C#CC3(O)CN4CCC3CC4)c(Cc3ccccc3)n2)CC1O, CO, [H][H], O=[Pt]=O. Product: COC1CN(c2ccc(CCC3(O)CN4CCC3CC4)c(Cc3ccccc3)n2)CC1O. RXN SMILES: [CH2:1]([c:2]1[cH:3][cH:4][cH:5][cH:6][cH:7]1)[c:8]1[n:9][c:10]([N:25]2[CH2:26][CH:27]([OH:32])[CH:28]([O:30][CH3:31])[CH2:29]2)[cH:11][cH:12][c:13]1[C:14]#[C:15][C:16]1([OH:24])[CH2:17][N:18]2[CH2:19][CH2:20][CH:21]1[CH2:22][CH2:23]2.[CH3:33][OH:34].[H:35][H:36].[Pt:37](=[O:38])=[O:39]>>[CH2:1]([c:2]1[cH:3][cH:4][cH:5][cH:6][cH:7]1)[c:8]1[n:9][c:10]([N:25]2[CH2:26][CH:27]([OH:32])[CH:28]([O:30][CH3:31])[CH2:29]2)[cH:11][cH:12][c:13]1[CH2:14][CH2:15][C:16]1([OH:24])[CH2:17][N:18]2[CH2:19][CH2:20][CH:21]1[CH2:22][CH2:23]2. Reactants: ClC1=C2C=CC(=NC2=NC=C1)C(F)(F)F (5-Chloro-2-trifluoromethyl[1,8]naphthyridine), FC1=C(C=C(C=C1)B(O)O)C1=NC=NC=C1 (4-fluoro-3-pyrimidin-4-yl-phenylboronic acid). Product: FC1=C(C=C(C=C1)C1=C2C=CC(=NC2=NC=C1)C(F)(F)F)C1=NC=NC=C1 (5-(4-fluoro-3-pyrimidin-4-ylphenyl)-2-trifluoromethyl[1,8]naphthyridine). Yield: 24.5%. Reaction SMILES: Cl[C:2]1[CH:11]=[CH:10][N:9]=[C:8]2[C:3]=1[CH:4]=[CH:5][C:6]([C:12]([F:15])([F:14])[F:13])=[N:7]2.[F:16][C:17]1[CH:22]=[CH:21][C:20](B(O)O)=[CH:19][C:18]=1[C:26]1[CH:31]=[CH:30][N:29]=[CH:28][N:27]=1>>[F:16][C:17]1[CH:22]=[CH:21][C:20]([C:2]2[CH:11]=[CH:10][N:9]=[C:8]3[C:3]=2[CH:4]=[CH:5][C:6]([C:12]([F:15])([F:14])[F:13])=[N:7]3)=[CH:19][C:18]=1[C:26]1[CH:31]=[CH:30][N:29]=[CH:28][N:27]=1. Procedure: 5-Chloro-2-trifluoromethyl[1,8]naphthyridine (50 mg, 0.22 mmol) was coupled to 4-fluoro-3-pyrimidin-4-yl-phenylboronic acid (61 mg, 0.28 mmol) as described in Example 7 part g), affording 5-(4-fluoro-3-pyrimidin-4-ylphenyl)-2-trifluoromethyl[1,8]naphthyridine (20 mg, 25%). δH (360 MHz, CDCl3) 7.46 (1H, dd, J 8.4 and 11.2), 7.60-7.64 (2H, m), 7.85 (1H, d, J 8.8), 7.96-7.98 (1H, m), 8.42 (1H, dd, J 2.5 and 7.4), 8.53 (1H, d, J 8.4), 8.87 (1H, d, J 5.3), 9.30 (1H, s), 9.31 (1H, s). m/z (ES+) 371 [M... The reactants are FC(COC1=C(CBr)C=CC=C1Cl)(F)F (2-(2,2,2-trifluoroethoxy)-3-chlorobenzyl bromide), [C-]#N.[Na+] (NaCN). The solvent is CN(C)C=O (DMF). Reaction conditions: time 14 hour. The product is FC(COC1=C(C=CC=C1Cl)CC#N)(F)F (2-(2,2,2-trifluoroethoxy)-3-chlorophenylacetonitrile). Reaction SMILES: [F:1][C:2]([F:15])([F:14])[CH2:3][O:4][C:5]1[C:12]([Cl:13])=[CH:11][CH:10]=[CH:9][C:6]=1[CH2:7]Br.[C-:16]#[N:17].[Na+]>CN(C=O)C>[F:1][C:2]([F:15])([F:14])[CH2:3][O:4][C:5]1[C:12]([Cl:13])=[CH:11][CH:10]=[CH:9][C:6]=1[CH2:7][C:16]#[N:17] |f:1.2|. Reported procedure: To a solution of 2-(2,2,2-trifluoroethoxy)-3-chlorobenzyl bromide (1.6 g, 5.4 mmol) from Step 2 above in DMF (12 mL) was added NaCN (0.28 g, 5.7 mmol). The solution was stirred at ambient temperature for 14 h. The solvent was removed under reduced pressure and the residue was partitioned between EtOAc and saturated aqueous NaHCO3. The organic phase was dried (MgSO4), filtered, and the solvent was removed under reduced pressure. The residue was purified by pressurized silica gel column chromatogr... Starting materials: COC1=CC=C(CS[C@H]2C[C@H](N(C2)C(=O)OCC2=CC=C(C=C2)[N+](=O)[O-])C(=O)O)C=C1 ((2S,4S)-4-(4-methoxybenzyl)thio-1-(4-nitrobenzyloxycarbonyl)-L-proline), N,N'-carbonyldiimidazole, FC(C(=O)O)(F)F.[N+](=O)([O-])C1=CC=C(COC(=O)N=C(N[C@@H](C(=O)N[C@@H]2CNCC2)C)NC(=O)OCC2=CC=C(C=C2)[N+](=O)[O-])C=C1 ((3S)-3-[(2R)-2-[2,3-Di(4-nitrobenzyloxycarbonyl)guanidino]-2-methylacetylamino]pyrrolidine trifluoroacetate). Solvent: C(C)#N (acetonitrile), O1CCCC1 (tetrahydrofuran). Run at time 1 hour. The product is C(C)(C)N(C(C)C)CC (N,N-diisopropylethylamine), compound. Reaction SMILES: CO[C:3]1[CH:31]=CC(CS[C@@H]2CN(C(OCC3C=CC([N+]([O-])=O)=CC=3)=O)[C@H](C(O)=O)C2)=C[CH:4]=1.FC(F)(F)C(O)=O.[N+](C1C=CC(COC(N=C(NC(OCC2C=CC([N+]([O-])=O)=CC=2)=O)N[C@H:53](C)[C:54]([NH:56][C@H:57]2[CH2:61]CN[CH2:58]2)=O)=O)=CC=1)([O-])=O>C(#N)C.O1CCCC1>[CH:3]([N:56]([CH2:54][CH3:53])[CH:57]([CH3:58])[CH3:61])([CH3:31])[CH3:4] |f:1.2|. Reported procedure: To a solution of (2S,4S)-4-(4-methoxybenzyl)thio-1-(4-nitrobenzyloxycarbonyl)-L-proline (737 mg) in anhydrous acetonitrile (20 ml), N,N'-carbonyldiimidazole (281 mg) was added, followed by stirring at room temperature for one hour. To the reaction mixture, N,N-diisopropylethylamine (0.75 ml) and a solution of the compound (1.157 g), which had been obtained in (2), in anhydrous tetrahydrofuran (10 ml) were added. The resulting mixture was treated in a similar manner to that described in Referenti... Starting materials: C, CCOC(=O)CCCOc1cnc(N(Cc2cc(C(F)(F)F)cc(C(F)(F)F)c2)Cc2cc(C(F)(F)F)ccc2OCc2ccccc2)nc1, CCO, [Pd]. The product is CCOC(=O)CCCOc1cnc(N(Cc2cc(C(F)(F)F)cc(C(F)(F)F)c2)Cc2cc(C(F)(F)F)ccc2O)nc1. Reaction SMILES: [C:54].[CH2:1]([c:2]1[cH:3][cH:4][cH:5][cH:6][cH:7]1)[O:8][c:9]1[c:10]([CH2:11][N:12]([c:13]2[n:14][cH:15][c:16]([O:19][CH2:20][CH2:21][CH2:22][C:23](=[O:24])[O:25][CH2:26][CH3:27])[cH:17][n:18]2)[CH2:28][c:29]2[cH:30][c:31]([C:39]([F:40])([F:41])[F:42])[cH:32][c:33]([C:35]([F:36])([F:37])[F:38])[cH:34]2)[cH:43][c:44]([C:47]([F:48])([F:49])[F:50])[cH:45][cH:46]1.[CH3:51][CH2:52][OH:53].[Pd:55]>>[OH:8][c:9]1[c:10]([CH2:11][N:12]([c:13]2[n:14][cH:15][c:16]([O:19][CH2:20][CH2:21][CH2:22][C:23](=[O:24])[O:25][CH2:26][CH3:27])[cH:17][n:18]2)[CH2:28][c:29]2[cH:30][c:31]([C:39]([F:40])([F:41])[F:42])[cH:32][c:33]([C:35]([F:36])([F:37])[F:38])[cH:34]2)[cH:43][c:44]([C:47]([F:48])([F:49])[F:50])[cH:45][cH:46]1. The reactants are C(#N)C(CCC(CCC)O)(C(C)C)C1=CC=CC=C1 (7-Cyano-8-methyl-7-phenylnonane-4-ol). Solvent: CS(=O)C (dimethyl sulfoxide), C(C)N(CC)CC (triethylamine). Run at time 1 hour. Product: C(#N)C(CCC(CCC)=O)(C(C)C)C1=CC=CC=C1 (7-Cyano-8-methyl-7-phenylnonane-4-one). RXN SMILES: [C:1]([C:3]([C:14]1[CH:19]=[CH:18][CH:17]=[CH:16][CH:15]=1)([CH:11]([CH3:13])[CH3:12])[CH2:4][CH2:5][CH:6]([OH:10])[CH2:7][CH2:8][CH3:9])#[N:2]>CS(C)=O.C(N(CC)CC)C>[C:1]([C:3]([C:14]1[CH:15]=[CH:16][CH:17]=[CH:18][CH:19]=1)([CH:11]([CH3:13])[CH3:12])[CH2:4][CH2:5][C:6](=[O:10])[CH2:7][CH2:8][CH3:9])#[N:2]. Procedure details: 7-Cyano-8-methyl-7-phenylnonane-4-ol, 70 mg 0.27 mmol, was dissolved in dimethyl sulfoxide 3.00 ml and triethylamine 0.70 ml. A sulfur trioxide-pyridine complex 64.7 mg was added thereto. After 1 hour, an additional sulfur trioxide-pyridine complex 80.0 mg was added thereto. The reaction mixture was partitioned by adding aqueous saturated sodium bicarbonate and ethyl acetate. The organic layer was washed with aqueous ammonium chloride and then with brine, dried over magnesium sulfate and evapora... Reactants: C(CCC)C1C(C2=CC(=CC=C2CC1)OCC1=NC2=CC=CC=C2C=C1)=O (2-butyl-3,4-dihydro-7-(2-quinolylmethoxy)-1(2H)-naphthalenone), [BH4-].[Na+] (sodium borohydride), C(Cl)(Cl)Cl (chloroform), N-hydrogen chloride. The solvent is CO (methanol), CO (methanol), C(C)(=O)OCC (ethyl acetate), CCOCC (ether). Product: Cl.C(CCC)C1C(C2=CC(=CC=C2CC1)OCC1=NC2=CC=CC=C2C=C1)O (2-butyl-7-(2-quinolylmethoxy)-1,2,3,4-tetrahydro-1-naphthol hydrochloride). Reaction SMILES: [CH2:1]([CH:5]1[CH2:14][CH2:13][C:12]2[C:7](=[CH:8][C:9]([O:15][CH2:16][C:17]3[CH:26]=[CH:25][C:24]4[C:19](=[CH:20][CH:21]=[CH:22][CH:23]=4)[N:18]=3)=[CH:10][CH:11]=2)[C:6]1=[O:27])[CH2:2][CH2:3][CH3:4].[BH4-].[Na+].C(Cl)(Cl)[Cl:31]>CO.CCOCC.C(OCC)(=O)C>[ClH:31].[CH2:1]([CH:5]1[CH2:14][CH2:13][C:12]2[C:7](=[CH:8][C:9]([O:15][CH2:16][C:17]3[CH:26]=[CH:25][C:24]4[C:19](=[CH:20][CH:21]=[CH:22][CH:23]=4)[N:18]=3)=[CH:10][CH:11]=2)[CH:6]1[OH:27])[CH2:2][CH2:3][CH3:4] |f:1.2,7.8|. Procedure: To a stirring solution of 2-butyl-3,4-dihydro-7-(2-quinolylmethoxy)-1(2H)-naphthalenone (718 mg) in methanol (7 ml) in an ice bath was added dropwise a solution of sodium borohydride (114 mg) in methanol (7 ml). The mixture was stirred for half an hour at the same temperature and then diluted with chloroform (80 ml). The solution was washed with water (80 ml). The aqueous layer was extracted three times with chloroform. The combined organic layers were washed with water, dried and concentrated i...